From a dataset of the Open Reaction Database (ORD), a public repository of structured organic reaction records. describe an organic reaction: reactants, conditions, products, and yield Starting materials: F[B-](F)(F)F, CCO, CCN(C(C)C)C(C)C, CSCCC(N)c1nc2cc(Cl)ccc2[nH]1, ClCCl, CCCc1nc2c(=O)[nH]ccc2n1-c1ccc(C(=O)O)cc1C(F)(F)F, C1CCOC1, CN(C)C(On1nnc2ccccc21)=[N+](C)C. The product is CCCc1nc2c(=O)[nH]ccc2n1-c1ccc(C(=O)NC(CCSC)c2nc3cc(Cl)ccc3[nH]2)cc1C(F)(F)F. RXN SMILES: [B-:27]([F:28])([F:29])([F:30])[F:31].[CH2:79]([OH:80])[CH3:81].[CH:49]([N:50]([CH:51]([CH3:52])[CH3:53])[CH2:54][CH3:55])([CH3:56])[CH3:57].[Cl:58][c:59]1[cH:60][c:61]2[c:62]([nH:63][c:64]([CH:66]([CH2:67][CH2:68][S:69][CH3:70])[NH2:71])[n:65]2)[cH:72][cH:73]1.[Cl:82][CH2:83][Cl:84].[O:1]=[c:2]1[nH:3][cH:4][cH:5][c:6]2[c:7]1[n:8][c:9]([CH2:24][CH2:25][CH3:26])[n:10]2-[c:11]1[c:12]([C:20]([F:21])([F:22])[F:23])[cH:13][c:14]([C:15](=[O:16])[OH:17])[cH:18][cH:19]1.[O:74]1[CH2:75][CH2:76][CH2:77][CH2:78]1.[n:32]1([O:33][C:34]([N:35]([CH3:36])[CH3:37])=[N+:38]([CH3:39])[CH3:40])[c:41]2[cH:42][cH:43][cH:44][cH:45][c:46]2[n:47][n:48]1>>[O:1]=[c:2]1[nH:3][cH:4][cH:5][c:6]2[c:7]1[n:8][c:9]([CH2:24][CH2:25][CH3:26])[n:10]2-[c:11]1[c:12]([C:20]([F:21])([F:22])[F:23])[cH:13][c:14]([C:15](=[O:16])[NH:71][CH:66]([c:64]2[nH:63][c:62]3[c:61]([cH:60][c:59]([Cl:58])[cH:73][cH:72]3)[n:65]2)[CH2:67][CH2:68][S:69][CH3:70])[cH:18][cH:19]1.